The task is: describe an organic reaction: reactants, conditions, products, and yield. This data is from the Open Reaction Database (ORD), a public repository of structured organic reaction records. Starting materials: BrB(Br)Br, COc1ccc(Oc2c(Cl)cc(C=C3SC(=O)NC3=O)cc2Cl)cc1C(C)C, ClCCl. The product is CC(C)c1cc(Oc2c(Cl)cc(C=C3SC(=O)NC3=O)cc2Cl)ccc1O. As a reaction SMILES: [B:29]([Br:30])([Br:31])[Br:32].[Cl:1][c:2]1[cH:3][c:4]([CH:5]=[C:6]2[C:7](=[O:12])[NH:8][C:9](=[O:11])[S:10]2)[cH:13][c:14]([Cl:28])[c:15]1[O:16][c:17]1[cH:18][c:19]([CH:25]([CH3:26])[CH3:27])[c:20]([O:23][CH3:24])[cH:21][cH:22]1.[Cl:33][CH2:34][Cl:35]>>[Cl:1][c:2]1[cH:3][c:4]([CH:5]=[C:6]2[C:7](=[O:12])[NH:8][C:9](=[O:11])[S:10]2)[cH:13][c:14]([Cl:28])[c:15]1[O:16][c:17]1[cH:18][c:19]([CH:25]([CH3:26])[CH3:27])[c:20]([OH:23])[cH:21][cH:22]1. Reactants: [OH-].[Na+] (NaOH), O (water), ClC1=CC=C(CCNC(=O)C2=CC=C(OC3=CC=C(C=C3C3=CC=CC=C3)CC(=O)OCC)C=C2)C=C1 (Ethyl 2-(6-(4-(4-chlorophenethylcarbamoyl)phenoxy)biphenyl-3-yl)acetate). The solvent is C(C)(=O)OCC (ethyl acetate), Cl (HCl), O1CCOCC1 (dioxane). Run at time 2 hour. Product: ClC1=CC=C(CCNC(=O)C2=CC=C(OC3=CC=C(C=C3C3=CC=CC=C3)CC(=O)O)C=C2)C=C1 (2-(6-(4-(4-chlorophenethylcarbamoyl)phenoxy)biphenyl-3-yl)acetic acid). Isolated yield 16.9%. RXN SMILES: [Cl:1][C:2]1[CH:37]=[CH:36][C:5]([CH2:6][CH2:7][NH:8][C:9]([C:11]2[CH:35]=[CH:34][C:14]([O:15][C:16]3[C:21]([C:22]4[CH:27]=[CH:26][CH:25]=[CH:24][CH:23]=4)=[CH:20][C:19]([CH2:28][C:29]([O:31]CC)=[O:30])=[CH:18][CH:17]=3)=[CH:13][CH:12]=2)=[O:10])=[CH:4][CH:3]=1.[OH-].[Na+].O>O1CCOCC1.C(OCC)(=O)C.Cl>[Cl:1][C:2]1[CH:37]=[CH:36][C:5]([CH2:6][CH2:7][NH:8][C:9]([C:11]2[CH:12]=[CH:13][C:14]([O:15][C:16]3[C:21]([C:22]4[CH:27]=[CH:26][CH:25]=[CH:24][CH:23]=4)=[CH:20][C:19]([CH2:28][C:29]([OH:31])=[O:30])=[CH:18][CH:17]=3)=[CH:34][CH:35]=2)=[O:10])=[CH:4][CH:3]=1 |f:1.2|. Procedure details: Ethyl 2-(6-(4-(4-chlorophenethylcarbamoyl)phenoxy)biphenyl-3-yl)acetate (10 mg, 0.0195 mmol) was diluted with dioxane (1 mL) followed by the addition of NaOH (0.0389 ml, 0.195 mmol) and 200 μL of water. After stirring for 2 hours, the reaction was diluted with ethyl acetate and 2N HCl. The layers were separated and the organic layer was dried over MgSO4, filtered and concentrated to yield 2-(6-(4-(4-chlorophenethylcarbamoyl)phenoxy)biphenyl-3-yl)acetic acid (1.6 mg, 16.9% yield) as a white solid...